From a dataset of the Open Reaction Database (ORD), a public repository of structured organic reaction records. describe an organic reaction: reactants, conditions, products, and yield Reactants: N[C@@H]1[C@@H](CCCC1(F)F)NC=1N=C(C(=NC1)C#N)Cl (5-((1R,2R)-2-amino-3,3-difluorocyclohexylamino)-3-chloropyrazine-2-carbonitrile), C(#N)C1=CC=C(N)C=C1 (4-cyanoaniline), C(=O)([O-])[O-].[K+].[K+] (K2CO3), C=1C=CC(=CC1)P(C=2C=CC=CC2)C3=CC=C4C=CC=CC4=C3C5=C6C=CC=CC6=CC=C5P(C=7C=CC=CC7)C=8C=CC=CC8 (BINAP). Reagents/catalysts: CC(=O)[O-].CC(=O)[O-].[Pd+2] (Pd(OAc)2). The solvent is O1CCOCC1 (dioxane). Reaction conditions: time 4 hour. The product is N[C@@H]1[C@@H](CCCC1(F)F)NC=1N=C(C(=NC1)C#N)NC1=CC=C(C=C1)C#N (5-((1R,2R)-2-amino-3,3-difluorocyclohexylamino)-3-(4-cyanophenylamino)pyrazine-2-carbonitrile). Isolated yield 37.9%. RXN SMILES: [NH2:1][C@H:2]1[C:7]([F:9])([F:8])[CH2:6][CH2:5][CH2:4][C@H:3]1[NH:10][C:11]1[N:12]=[C:13](Cl)[C:14]([C:17]#[N:18])=[N:15][CH:16]=1.[C:20]([C:22]1[CH:28]=[CH:27][C:25]([NH2:26])=[CH:24][CH:23]=1)#[N:21].C([O-])([O-])=O.[K+].[K+].C1C=CC(P(C2C(C3C(P(C4C=CC=CC=4)C4C=CC=CC=4)=CC=C4C=3C=CC=C4)=C3C(C=CC=C3)=CC=2)C2C=CC=CC=2)=CC=1>O1CCOCC1.CC([O-])=O.CC([O-])=O.[Pd+2]>[NH2:1][C@H:2]1[C:7]([F:9])([F:8])[CH2:6][CH2:5][CH2:4][C@H:3]1[NH:10][C:11]1[N:12]=[C:13]([NH:26][C:25]2[CH:27]=[CH:28][C:22]([C:20]#[N:21])=[CH:23][CH:24]=2)[C:14]([C:17]#[N:18])=[N:15][CH:16]=1 |f:2.3.4,7.8.9|. Reported procedure: A mixture of 5-((1R,2R)-2-amino-3,3-difluorocyclohexylamino)-3-chloropyrazine-2-carbonitrile (74 mg, 0.257 mmol), 4-cyanoaniline (40 mg, 0.339 mmol), K2CO3 (80 mg, 0.579 mmol), BINAP (25 mg, 0.040 mmol) and Pd(OAc)2 (10 mg, 0.044 mmol) in dioxane (2 mL) was degassed with Ar, then was stirred at 110 C for 4 h. The mixture was concentrated in vacuo. The residue was purified by HPLC to give 5-((1R,2R)-2-amino-3,3-difluorocyclohexylamino)-3-(4-cyanophenylamino)pyrazine-2-carbonitrile (36 mg). Starting materials: N (ammonia), ice, C1(=CC=CC=C1)C1OC[C@@H]2[C@@H](O1)C[C@@H](CO2)N2C(C(=NC=C2)C(=O)OC)=O (methyl 4-[(4aR,7S,8aS)-2-phenylhexahydropyrano[3,2-d][1,3]dioxin-7-yl]-3-oxo-3,4-dihydro-2-pyrazinecarboxylate). The solvent is aqueous solution, C(C)(=O)O (acetic acid), CO (methanol). Conditions: temperature 80 celsius, time 2 hour. Product: O[C@H]1C[C@@H](CO[C@@H]1CO)N1C(C(=NC=C1)C(=O)N)=O (4-[(3S,5S,6R)-5-hydroxy-6-(hydroxymethyl)tetrahydro-2H-pyran-3-yl]-3-oxo-3,4-dihydro-2-pyrazinecarboxamide). Reaction SMILES: C1(C2[O:12][C@H:11]3[CH2:13][C@H:14]([N:17]4[CH:22]=[CH:21][N:20]=[C:19]([C:23](OC)=[O:24])[C:18]4=[O:27])[CH2:15][O:16][C@@H:10]3[CH2:9][O:8]2)C=CC=CC=1.[NH3:28]>C(O)(=O)C.CO>[OH:12][C@@H:11]1[C@@H:10]([CH2:9][OH:8])[O:16][CH2:15][C@@H:14]([N:17]2[CH:22]=[CH:21][N:20]=[C:19]([C:23]([NH2:28])=[O:24])[C:18]2=[O:27])[CH2:13]1. Procedure: In 5.0 mL of 80% aqueous solution of acetic acid was dissolved 80 mg of methyl 4-[(4aR,7S,8aS)-2-phenylhexahydropyrano[3,2-d][1,3]dioxin-7-yl]-3-oxo-3,4-dihydro-2-pyrazinecarboxylate. The solution was heated at 80° C. for 2 hours and then allowed to cool, and the solvent was removed under reduced pressure. The residue was diluted with 20 mL of water and washed with diethyl ether, and water was distilled off from the aqueous layer. The residue thus obtained was dissolved in 4.0 mL of methanol, an... Reactants: Cc1cc(Nc2nc(-c3ccc(Br)cc3)nc3ccccc23)[nH]n1, O=C([O-])[O-], CC(=O)[O-], CC(=O)[O-], C1CCOC1, [Na+], [Na+], O, OB(O)c1ccccc1, [Pd+2], c1ccc(P(c2ccccc2)c2ccccc2)cc1. Product: Cc1cc(Nc2nc(-c3ccc(-c4ccccc4)cc3)nc3ccccc23)[nH]n1. RXN SMILES: [Br:1][c:2]1[cH:3][cH:4][c:5](-[c:8]2[n:9][c:10]3[cH:11][cH:12][cH:13][cH:14][c:15]3[c:16]([NH:18][c:19]3[nH:20][n:21][c:22]([CH3:24])[cH:23]3)[n:17]2)[cH:6][cH:7]1.[C:34](=[O:35])([O-:36])[O-:37].[C:65]([O-:66])(=[O:67])[CH3:68].[C:70]([O-:71])(=[O:72])[CH3:73].[CH2:59]1[O:60][CH2:61][CH2:62][CH2:63]1.[Na+:38].[Na+:39].[OH2:64].[OH:25][B:26]([OH:27])[c:28]1[cH:29][cH:30][cH:31][cH:32][cH:33]1.[Pd+2:69].[c:40]1([P:41]([c:42]2[cH:43][cH:44][cH:45][cH:46][cH:47]2)[c:48]2[cH:49][cH:50][cH:51][cH:52][cH:53]2)[cH:54][cH:55][cH:56][cH:57][cH:58]1>>[c:2]1(-[c:28]2[cH:29][cH:30][cH:31][cH:32][cH:33]2)[cH:3][cH:4][c:5](-[c:8]2[n:9][c:10]3[cH:11][cH:12][cH:13][cH:14][c:15]3[c:16]([NH:18][c:19]3[nH:20][n:21][c:22]([CH3:24])[cH:23]3)[n:17]2)[cH:6][cH:7]1. As a reaction SMILES: [CH:22]([N:23]([CH2:24][CH3:25])[CH:26]([CH3:27])[CH3:28])([CH3:29])[CH3:30].[Cl:1][c:2]1[c:3]([O:4][CH2:5][C:6](=[O:7])[OH:8])[cH:9][cH:10][c:11]([Cl:13])[cH:12]1.[NH2:14][c:15]1[cH:16][c:17]([OH:21])[cH:18][cH:19][cH:20]1.[O:31]=[CH:32][N:33]([CH3:34])[CH3:35]>>[Cl:1][c:2]1[c:3]([O:4][CH2:5][C:6](=[O:8])[NH:14][c:15]2[cH:16][c:17]([OH:21])[cH:18][cH:19][cH:20]2)[cH:9][cH:10][c:11]([Cl:13])[cH:12]1. Starting materials: CCN(C(C)C)C(C)C, O=C(O)COc1ccc(Cl)cc1Cl, Nc1cccc(O)c1, CN(C)C=O. Product: O=C(COc1ccc(Cl)cc1Cl)Nc1cccc(O)c1. The reactants are N1=CC=CC=C1 (Pyridine), C(C)(=O)OC(C)=O (acetic anhydride), C(=O)(OCC1=CC=CC=C1)N1CC(C1)C1=C(C=C(C=C1)N1C(O[C@H](C1)CN)=O)F ((S)-(−)-N-Carbobenzyloxy-3-[2-fluoro-4-[5-aminomethyl-2-oxo-3-oxazolidinyl]phenyl]azetidine). The reagents and catalysts are CN(C1=CC=NC=C1)C (4-dimethylaminopyridine). Run in C(Cl)Cl (methylene chloride). Conditions: time 1 hour. The product is FC=1C=C(C=CC1C1CN(C1)C(=O)OCC1=CC=CC=C1)N1C(O[C@H](C1)CNC(C)=O)=O ((S)-N-[[3-[3-Fluoro-4-[1-(carbobenzyloxy)-3-azetidinyl]phenyl]-2-oxo-5-oxazolidinyl]methyl]acetamide). RXN SMILES: N1C=CC=CC=1.[C:7](OC(=O)C)(=[O:9])[CH3:8].[C:14]([N:24]1[CH2:27][CH:26]([C:28]2[CH:33]=[CH:32][C:31]([N:34]3[CH2:38][C@H:37]([CH2:39][NH2:40])[O:36][C:35]3=[O:41])=[CH:30][C:29]=2[F:42])[CH2:25]1)([O:16][CH2:17][C:18]1[CH:23]=[CH:22][CH:21]=[CH:20][CH:19]=1)=[O:15]>CN(C)C1C=CN=CC=1.C(Cl)Cl>[F:42][C:29]1[CH:30]=[C:31]([N:34]2[CH2:38][C@H:37]([CH2:39][NH:40][C:7](=[O:9])[CH3:8])[O:36][C:35]2=[O:41])[CH:32]=[CH:33][C:28]=1[CH:26]1[CH2:27][N:24]([C:14]([O:16][CH2:17][C:18]2[CH:23]=[CH:22][CH:21]=[CH:20][CH:19]=2)=[O:15])[CH2:25]1. Procedure details: Pyridine (1.0 mL), acetic anhydride (1.0 mL) and a few crystals of 4-dimethylaminopyridine were added to a stirred solution of (S)-(−)-N-carbobenzyloxy-3-[2-fluoro-4-[5-aminomethyl-2-oxo-3-oxazolidinyl]phenyl]azetidine (Example 81, Step 8, 1.42 g, 3.56 mmol) in methylene chloride (30 mL), then stirred for 1 hr. The solvents were removed at 38 °/0.75 mm and the residue chromatographed over silica gel (50 g, 40-60 μm) eluting with 1-2% methanol-chloroform. The title compound was isolated as a whit... Reactants: [Al+3], CCOC(=O)C1COC(C)(C)OC1, [H-], [H-], [H-], [H-], [Li+], [Na+], [OH-], O. Product: CC1(C)OCC(CO)CO1. RXN SMILES: [Al+3:2].[CH3:7][C:8]1([CH3:19])[O:9][CH2:10][CH:11]([C:14](=[O:15])[O:16][CH2:17][CH3:18])[CH2:12][O:13]1.[H-:1].[H-:4].[H-:5].[H-:6].[Li+:3].[Na+:21].[OH-:20].[OH2:22]>>[CH3:7][C:8]1([CH3:19])[O:9][CH2:10][CH:11]([CH2:14][OH:15])[CH2:12][O:13]1. The reactants are COC1=CC=C(C=C1)CSCC(C(=S)Cl)C (3-[[(4-methoxy)phenylmethyl]thio]-2-methylthiopropionyl chloride), COC1=CC=C(C=C1)CSCC(C(=S)Cl)C (3-[[(4-Methoxy)phenylmethyl]thio]-2-methylthiopropionyl chloride), Cl.C1(=CC=CC=C1)[C@H]1C[C@H](NC1)C(=O)O (cis-4-phenyl-L-proline, hydrochloride). Product: C1(=CC=CC=C1)C1C[C@H](NC1)C(=O)O (4-phenyl-L-proline). Reaction SMILES: COC1C=CC(CSCC(C)C(Cl)=S)=CC=1.Cl.[C:18]1([C@@H:24]2[CH2:28][NH:27][C@H:26]([C:29]([OH:31])=[O:30])[CH2:25]2)[CH:23]=[CH:22][CH:21]=[CH:20][CH:19]=1>>[C:18]1([CH:24]2[CH2:28][NH:27][C@H:26]([C:29]([OH:31])=[O:30])[CH2:25]2)[CH:19]=[CH:20][CH:21]=[CH:22][CH:23]=1 |f:1.2|. Procedure: The 3-[[(4-methoxy)phenylmethyl]thio]-2-methylthiopropionyl chloride from part (a) is reacted with cis-4-phenyl-L-proline, hydrochloride to yield [1(S),4R]-1-[[(4-methoxy)phenylmethyl]thio]-2-methylthio-1-oxopropyl]-4-phenyl-L-proline.